Dataset: the Open Reaction Database (ORD), a public repository of structured organic reaction records. Task: describe an organic reaction: reactants, conditions, products, and yield Reactants: FC(C(=O)O[C@H]1C(OC(C1)=O)=O)(F)F ((R)-2,5-dioxotetrahydrofuran-3-yl 2,2,2-trifluoroacetate), COC1=CC=C(C=C1)CO ((4-methoxyphenyl)methanol), C(C)(C)N\C(\OC(C)(C)C)=N/C(C)C ((E)-tert-butyl N,N′-diisopropylcarbamimidate). Run in ClCCl (Dichloromethane). Reaction conditions: time 3 hour. The product is O[C@@H](C(=O)OCC1=CC=C(C=C1)OC)CC(=O)OC(C)(C)C ((R)-4-tert-butyl 1-(4-methoxybenzyl) 2-hydroxysuccinate). The yield is 50.1%. Reaction SMILES: FC(F)(F)C([O:5][C@@H:6]1[CH2:10][C:9](=[O:11])[O:8][C:7]1=[O:12])=O.[CH3:15][O:16][C:17]1[CH:22]=[CH:21][C:20]([CH2:23][OH:24])=[CH:19][CH:18]=1.C(N/C(=N\C(C)C)/O[C:31]([CH3:34])([CH3:33])[CH3:32])(C)C>ClCCl>[OH:5][C@H:6]([CH2:10][C:9]([O:8][C:31]([CH3:34])([CH3:33])[CH3:32])=[O:11])[C:7]([O:24][CH2:23][C:20]1[CH:21]=[CH:22][C:17]([O:16][CH3:15])=[CH:18][CH:19]=1)=[O:12]. Procedure: To a solution of (R)-2,5-dioxotetrahydrofuran-3-yl 2,2,2-trifluoroacetate (85 g, 401 mmol) in Dichloromethane (DCM) (600 mL) was added (4-methoxyphenyl)methanol (150 mL, 1202 mmol). The mixture was stirred at rt for 3 h and then extracted three times with 10% aqueous solution of NaHCO3. The combined aqueous extracts were washed with DCM, acidified to pH 2 with 2 N HCl, and then extracted with DCM. The organic layer was dried over sodium sulfate and filtered. To the filtrate was added (E)-tert-bu... Starting materials: BrC=1SC(=CN1)C=O (2-bromothiazole-5-carbaldehyde), C([O-])([O-])=O.[K+].[K+] (potassium carbonate), FC(F)(F)[Si](C)(C)C ((trifluoromethyl)trimethylsilane). Run in CN(C=O)C (N,N-dimethylformamide). The product is BrC=1SC(=CN1)C(C(F)(F)F)O (1-(2-bromothiazol-5-yl)-2,2,2-trifluoroethanol). Isolated yield 38.9%. RXN SMILES: [Br:1][C:2]1[S:3][C:4]([CH:7]=[O:8])=[CH:5][N:6]=1.C(=O)([O-])[O-].[K+].[K+].[F:15][C:16]([Si](C)(C)C)([F:18])[F:17]>CN(C)C=O>[Br:1][C:2]1[S:3][C:4]([CH:7]([OH:8])[C:16]([F:18])([F:17])[F:15])=[CH:5][N:6]=1 |f:1.2.3|. Reported procedure: According to Reference Example 8-2, by use of 2-bromothiazole-5-carbaldehyde (500 mg, 2.60 mmol) dissolved in N,N-dimethylformamide (7.5 mL), potassium carbonate (72 mg, 0.52 mmol) and (trifluoromethyl)trimethylsilane (0.461 mL, 3.12 mmol), the mixture was stirred and reacted at room temperature for 1.7 hours. Then, purification by preparative thin-layer chromatography (chloroform/methanol=40/1) was performed to give 1-(2-bromothiazol-5-yl)-2,2,2-trifluoroethanol (Compound EG) (265 mg, yield: 39... The reactants are C(C1=CC=CC=C1)OCCCC(=O)O (4-benzyloxybutyric acid), N1CCCC1 (pyrrolidine), CCN=C=NCCCN(C)C.Cl (EDC.HCl), C=1C=CC2=C(C1)N=NN2O (HOBt), CCN(C(C)C)C(C)C (DIPEA), N#N (N2). Run in C(Cl)Cl (CH2Cl2), O (Water). The product is C(C1=CC=CC=C1)OCCCC(=O)N1CCCC1 (4-(benzyloxy)-1-(pyrrolidin-1-yl)butan-1-one). Reaction SMILES: N#N.[CH2:3]([O:10][CH2:11][CH2:12][CH2:13][C:14]([OH:16])=O)[C:4]1[CH:9]=[CH:8][CH:7]=[CH:6][CH:5]=1.[NH:17]1[CH2:21][CH2:20][CH2:19][CH2:18]1.CCN=C=NCCCN(C)C.Cl.C1C=CC2N(O)N=NC=2C=1.CCN(C(C)C)C(C)C>C(Cl)Cl.O>[CH2:3]([O:10][CH2:11][CH2:12][CH2:13][C:14]([N:17]1[CH2:21][CH2:20][CH2:19][CH2:18]1)=[O:16])[C:4]1[CH:5]=[CH:6][CH:7]=[CH:8][CH:9]=1 |f:3.4|. Reported procedure: In a flame dried round-bottomed flask equipped with a magnetic stir bar and under inert atmosphere (N2), a solution of 4-benzyloxybutyric acid (246 mg, 1.27 mmol), pyrrolidine (0.13 mL, 1.52 mmol), EDC.HCl (493 mg, 2.53 mmol), HOBt (262 mg, 1.90 mL) and DIPEA (0.65 mL, 3.80 mmol) in CH2Cl2 (10 mL) was heated at rt until completion of the reaction. Water was added, the layers separated and the aq. layer extracted with CH2Cl2 (2×). The combined org. extracts were washed with brine, dried (MgSO4), ... Reactants: FC=1C(=C2N=C(C=NC2=CC1)OC)C1(OC1)C(=O)O (2-[6-fluoro-3-(methyloxy)-5-quinoxalinyl]-2-oxiranecarboxylic acid), [OH-].[Li+] (lithium hydroxide). Run in O1CCOCC1 (1,4-dioxane), O (water). Reaction conditions: temperature 80 celsius. Product: FC1=C2C=3N(C(C=NC3C=C1)=O)CC2(C(=O)O)O (7-Fluoro-6-hydroxy-3-oxo-5,6-dihydro-3H-pyrrolo[1,2,3-de]quinoxaline-6-carboxylic acid). As a reaction SMILES: [F:1][C:2]1[C:3]([C:14]2([C:17]([OH:19])=[O:18])[CH2:16][O:15]2)=[C:4]2[C:9](=[CH:10][CH:11]=1)[N:8]=[CH:7][C:6]([O:12]C)=[N:5]2.[OH-].[Li+]>O1CCOCC1.O>[F:1][C:2]1[CH:11]=[CH:10][C:9]2[N:8]=[CH:7][C:6](=[O:12])[N:5]3[CH2:16][C:14]([OH:15])([C:17]([OH:19])=[O:18])[C:3]=1[C:4]=23 |f:1.2|. Procedure: A solution of 2-[6-fluoro-3-(methyloxy)-5-quinoxalinyl]-2-oxiranecarboxylic acid (3.22 g, 0.012 mol) in 1,4-dioxane (210 mL) and water (90 mL) was treated with lithium hydroxide (584 mg, 0.024 mol) dropwise at RT. The reaction mixture was heated at 80° C. for 35 hours then cooled, quenched to pH 7 with a 2M solution of hydrochloric acid and then the solvent was evaporated. The residue was placed directly onto a 100 g silica gel column and chromatographed, eluting with a 0-50% methanol in dichlor... Reactants: C(CC)N(CCC)CC=1N=C(SC1)C=1N=CN2C1[C@H]1N(C(C3=C2C=CC=C3)=O)CC1 ((S)-1-(4-dipropylaminomethyl-thiazol-2-yl)-12,12a-dihydro-9H,11H-azeto[2,1-c]imidazo[1,5-a][1,4]benzodiazepin-9-one), Cl (hydrochloric acid). Run in C(C)O (ethanol). Run at time 10 minute. Product: Cl.C(CC)N(CCC)CC=1N=C(SC1)C=1N=CN2C1[C@H]1N(C(C3=C2C=CC=C3)=O)CC1 ((S)-1-(4-dipropylaminomethyl-thiazol-2-yl)-12,12a-dihydro-9H,11H-azeto[2,1-c]imidazo[1,5-a][1,4]benzodiazepin-9-one hydrochloride). Isolated yield 73.1%. RXN SMILES: [CH2:1]([N:4]([CH2:8][C:9]1[N:10]=[C:11]([C:14]2[N:15]=[CH:16][N:17]3[C:23]4[CH:24]=[CH:25][CH:26]=[CH:27][C:22]=4[C:21](=[O:28])[N:20]4[CH2:29][CH2:30][C@H:19]4[C:18]=23)[S:12][CH:13]=1)[CH2:5][CH2:6][CH3:7])[CH2:2][CH3:3].[ClH:31]>C(O)C>[ClH:31].[CH2:1]([N:4]([CH2:8][C:9]1[N:10]=[C:11]([C:14]2[N:15]=[CH:16][N:17]3[C:23]4[CH:24]=[CH:25][CH:26]=[CH:27][C:22]=4[C:21](=[O:28])[N:20]4[CH2:29][CH2:30][C@H:19]4[C:18]=23)[S:12][CH:13]=1)[CH2:5][CH2:6][CH3:7])[CH2:2][CH3:3] |f:3.4|. Reported procedure: 0.97 g (0.0023 mol) of (S)-1-(4-dipropylaminomethyl-thiazol-2-yl)-12,12a-dihydro-9H,11H-azeto[2,1-c]imidazo[1,5-a][1,4]benzodiazepin-9-one in 30 ml of ethanol was treated with 0.48 ml (0.0023 mol) of 4.78N ethanolic hydrochloric acid. After stirring at room temperature for 10 minutes the solution obtained was completely freed from the solvents. The residue was recrystallized from ethanol/ether. There was obtained 0.77 g (82%) of (S)-1-(4-dipropylaminomethyl-thiazol-2-yl)-12,12a-dihydro-9H,11H-az... Reactants: [Br-], CCCC[N+](CCCC)(CCCC)CCCC, [F-], [K+], C1CCOC1, Cc1ccc(S(=O)(=O)n2cc(-c3ccc(C#N)cc3)cn2)cc1. The product is N#Cc1ccc(-c2cn[nH]c2)cc1. As a reaction SMILES: [Br-:42].[CH2:25]([N+:26]([CH2:27][CH2:28][CH2:29][CH3:30])([CH2:31][CH2:32][CH2:33][CH3:34])[CH2:35][CH2:36][CH2:37][CH3:38])[CH2:39][CH2:40][CH3:41].[F-:24].[K+:43].[O:44]1[CH2:45][CH2:46][CH2:47][CH2:48]1.[c:1]1([CH3:2])[cH:3][cH:4][c:5]([S:6](=[O:7])(=[O:8])[n:10]2[n:11][cH:12][c:13](-[c:15]3[cH:16][cH:17][c:18]([C:21]#[N:22])[cH:19][cH:20]3)[cH:14]2)[cH:9][cH:23]1>>[nH:10]1[n:11][cH:12][c:13](-[c:15]2[cH:16][cH:17][c:18]([C:21]#[N:22])[cH:19][cH:20]2)[cH:14]1. The reactants are Cl.C(N)(=O)C=1C=C(C=CC1)NCC(=O)NCCC1=CC(=C(C=C1)OC)OC (2-(3-carbamoylphenylamino)-N-(3,4-dimethoxyphenethyl)acetamide hydrochloride), C([O-])([O-])=O.[Na+].[Na+] (sodium carbonate), Cl (hydrochloride). Run in C(Cl)(Cl)Cl (chloroform). Yields the product C(N)(=O)C=1C=C(C=CC1)NCC(=O)NCCC1=CC(=C(C=C1)OC)OC (2-(3-carbamoylphenylamino)-N-(3,4-dimethoxyphenethyl)acetamide). Yield: 84.5%. As a reaction SMILES: Cl.[C:2]([C:5]1[CH:6]=[C:7]([NH:11][CH2:12][C:13]([NH:15][CH2:16][CH2:17][C:18]2[CH:23]=[CH:22][C:21]([O:24][CH3:25])=[C:20]([O:26][CH3:27])[CH:19]=2)=[O:14])[CH:8]=[CH:9][CH:10]=1)(=[O:4])[NH2:3].C(=O)([O-])[O-].[Na+].[Na+].Cl>C(Cl)(Cl)Cl>[C:2]([C:5]1[CH:6]=[C:7]([NH:11][CH2:12][C:13]([NH:15][CH2:16][CH2:17][C:18]2[CH:23]=[CH:22][C:21]([O:24][CH3:25])=[C:20]([O:26][CH3:27])[CH:19]=2)=[O:14])[CH:8]=[CH:9][CH:10]=1)(=[O:4])[NH2:3] |f:0.1,2.3.4|. Procedure details: To 3.0 g of 2-(3-carbamoylphenylamino)-N-(3,4-dimethoxyphenethyl)acetamide hydrochloride were added 20 ml of 5% aqueous sodium carbonate solution and 125 ml of chloroform and then the mixture was stirred at room temperature until the hydrochloride completely dissolved. The chloroform layer was separated, washed with water, dried and the solvent was concentrated to dryness under reduced pressure. The residue was crystallized from a mixture of methanol and diethyl ether to obtain 2.3 g of 2-(3-car...